Dataset: the Open Reaction Database (ORD), a public repository of structured organic reaction records. Task: describe an organic reaction: reactants, conditions, products, and yield Starting materials: CC(C)(C)OC(=O)N(N)c1cccc(N2CCOCC2)c1, CO, Cl, C1COCCO1. Product: NNc1cccc(N2CCOCC2)c1. As a reaction SMILES: [C:1]([O:2][C:3](=[O:4])[N:8]([NH2:9])[c:10]1[cH:11][c:12]([N:16]2[CH2:17][CH2:18][O:19][CH2:20][CH2:21]2)[cH:13][cH:14][cH:15]1)([CH3:5])([CH3:6])[CH3:7].[CH3:23][OH:24].[ClH:22].[O:25]1[CH2:26][CH2:27][O:28][CH2:29][CH2:30]1>>[NH:8]([NH2:9])[c:10]1[cH:11][c:12]([N:16]2[CH2:17][CH2:18][O:19][CH2:20][CH2:21]2)[cH:13][cH:14][cH:15]1. The reactants are CC(=O)O, COCCOC, CCO, CCn1c(SC)nc2c(ccn2Cc2ccc(C(=O)c3ccc(Cl)cc3)cc2)c1=O. The product is CCn1cnc2c(ccn2Cc2ccc(C(=O)c3ccc(Cl)cc3)cc2)c1=O. As a reaction SMILES: [CH3:31][C:32](=[O:33])[OH:34].[CH3:35][O:36][CH2:37][CH2:38][O:39][CH3:40].[CH3:41][CH2:42][OH:43].[Cl:1][c:2]1[cH:3][cH:4][c:5]([C:6](=[O:7])[c:8]2[cH:9][cH:10][c:11]([CH2:12][n:13]3[cH:14][cH:15][c:16]4[c:17]3[n:18][c:19]([S:25][CH3:26])[n:20]([CH2:23][CH3:24])[c:21]4=[O:22])[cH:27][cH:28]2)[cH:29][cH:30]1>>[Cl:1][c:2]1[cH:3][cH:4][c:5]([C:6](=[O:7])[c:8]2[cH:9][cH:10][c:11]([CH2:12][n:13]3[cH:14][cH:15][c:16]4[c:17]3[n:18][cH:19][n:20]([CH2:23][CH3:24])[c:21]4=[O:22])[cH:27][cH:28]2)[cH:29][cH:30]1. The reactants are S(O)(O)(=O)=O (sulfuric acid), C(=O)O (formic acid), NNC(=O)N (semicarbazide), N2H4, NC(=O)N (urea). Solvent: C(=O)O.O (formic acid H2O), O (H2O). Run at temperature 10 celsius. The product is NNC(=O)N (semicarbazide), N1=NC=NC1=O (1,2,4-triazol-5-one). Isolated yield 43.1%. Reaction SMILES: [NH2:1][C:2]([NH2:4])=[O:3].S(=O)(=O)(O)O.C(O)=O.[NH2:13][NH:14][C:15]([NH2:17])=[O:16]>O.C(O)=O.O>[NH2:13][NH:14][C:15]([NH2:17])=[O:16].[N:4]1[C:2](=[O:3])[N:1]=[CH:15][N:14]=1 |f:5.6|. Procedure: Aqueous semicarbazide free base feedstock (523.8 grams) was prepared from 64 percent N2H4 (4.18 moles) and urea (4.17 moles) by the method of Example 1. Ninety-eight percent sulfuric acid (99.8 grams, 0.998 mole) and 90 percent formic acid (510.6 grams, 9.99 moles) were successively added to the aqueous semicarbazide free base. After reflux at 108°-110° C. for four hours, a formic acid/H2O azeotrope was stripped, H2O (160 ml) was added to the concentrate and stripping resumed at 118°-125° C. to ... Reactants: B(Br)(Br)Br (Boron tribromide), solution, COC1=CC=C(C=C1)C=1N=NSC1C1=CC=C(C=C1)OC (4,5-Bis(p-Methoxyphenyl)-1,2,3-thiadiazole). The solvent is C(Cl)Cl (CH2Cl2), C(Cl)Cl (CH2Cl2). Reaction conditions: temperature 0 celsius. Product: OC1=CC=C(C=C1)C=1N=NSC1C1=CC=C(C=C1)O (4,5-Bis-(4-hydroxyphenyl)-1,2,3-thiadiazole). Yield: 76.9%. RXN SMILES: B(Br)(Br)Br.C[O:6][C:7]1[CH:12]=[CH:11][C:10]([C:13]2[N:14]=[N:15][S:16][C:17]=2[C:18]2[CH:23]=[CH:22][C:21]([O:24]C)=[CH:20][CH:19]=2)=[CH:9][CH:8]=1>C(Cl)Cl>[OH:6][C:7]1[CH:8]=[CH:9][C:10]([C:13]2[N:14]=[N:15][S:16][C:17]=2[C:18]2[CH:23]=[CH:22][C:21]([OH:24])=[CH:20][CH:19]=2)=[CH:11][CH:12]=1. Procedure: Boron tribromide (102 ml of a 1 M solution in CH2Cl2) was added dropwise to a solution of thiadiazole 7 (8.0 g, 26.84 mmol) in CH2Cl2 (30 ml) at -78° C. After 2 hours the resulting dark green solution was warmed to 0° C. and quenched with 5% HCl. The aqueous layer was extracted twice with EtOAc. The organic layers were combined, dried over MgSO4, and the solvent was removed under reduced pressure. The crude yellow solid was dissolved in EtOAc and extracted twice with 5% NaOH. The aqueous layer w... Starting materials: C(C1=CC=CC=C1)=O (benzaldehyde), C[Si](C1=CC=C(C=C1)Cl)(C)C (4-trimethylsilylchlorobenzene), CN(C1=CC=C(C=O)C=C1)C (4-dimethylaminobenzaldehyde), halobenzene. Product: C(C1=CC=CC=C1)(=O)C1=CC=CC=C1 (benzophenone). Reaction SMILES: [CH:1](=[O:8])[C:2]1[CH:7]=[CH:6][CH:5]=[CH:4][CH:3]=1.CN(C)[C:11]1[CH:18]=[CH:17][C:14](C=O)=[CH:13][CH:12]=1.C[Si](C)(C)C1C=CC(Cl)=CC=1>>[C:1]([C:11]1[CH:18]=[CH:17][CH:14]=[CH:13][CH:12]=1)(=[O:8])[C:2]1[CH:7]=[CH:6][CH:5]=[CH:4][CH:3]=1. Procedure details: Various benzophenone derivatives were prepared in accordance with the same procedure as in Example 1 excepting that 0.2 mole of a benzaldehyde derivative was used instead of 4-dimethylaminobenzaldehyde and 0.2 mole of a halobenzene derivative was used instead of 4-trimethylsilylchlorobenzene. The particulars are set out as follows.